From a dataset of the Open Reaction Database (ORD), a public repository of structured organic reaction records. describe an organic reaction: reactants, conditions, products, and yield The reactants are C(C)(C)(C)OC(N(CCCCNC(=O)OC(C)(C)C)CCCCN(C(=O)OC(C)(C)C)CCCCNC(C1=CC(=C(C=C1)OCCCCCCCCC=CCCCCCCCC)OCCCCCCCCC=CCCCCCCCC)=O)=O ((4-{[4-(3,4-Bis-octadec-9-enyloxy-benzoylamino)-butyl]-tert-butoxycarbonyl-amino}-butyl)-(4-tert-butoxycarbonylamino-butyl)-carbamic acid tert-butyl ester), Cl (HCl). The solvent is C(C)(=O)OCC (ethyl acetate), C(C)(=O)OCC (ethyl acetate). Conditions: temperature 0 celsius, time 1 hour. Product: Cl.Cl.Cl.NCCCCNCCCCNCCCCNC(C1=CC(=C(C=C1)OCCCCCCCCC=CCCCCCCCC)OCCCCCCCCC=CCCCCCCCC)=O (N-{4-[4-(4-Amino-butylamino)-butylamino]-butyl}-3,4-bis-octadec-9-enyloxy-benzamide, trihydrochloride salt). Isolated yield 98.0%. RXN SMILES: C(OC(=O)[N:7]([CH2:20][CH2:21][CH2:22][CH2:23][N:24]([CH2:32][CH2:33][CH2:34][CH2:35][NH:36][C:37](=[O:82])[C:38]1[CH:43]=[CH:42][C:41]([O:44][CH2:45][CH2:46][CH2:47][CH2:48][CH2:49][CH2:50][CH2:51][CH2:52][CH:53]=[CH:54][CH2:55][CH2:56][CH2:57][CH2:58][CH2:59][CH2:60][CH2:61][CH3:62])=[C:40]([O:63][CH2:64][CH2:65][CH2:66][CH2:67][CH2:68][CH2:69][CH2:70][CH2:71][CH:72]=[CH:73][CH2:74][CH2:75][CH2:76][CH2:77][CH2:78][CH2:79][CH2:80][CH3:81])[CH:39]=1)C(OC(C)(C)C)=O)[CH2:8][CH2:9][CH2:10][CH2:11][NH:12]C(OC(C)(C)C)=O)(C)(C)C.[ClH:84]>C(OCC)(=O)C>[ClH:84].[ClH:84].[ClH:84].[NH2:12][CH2:11][CH2:10][CH2:9][CH2:8][NH:7][CH2:20][CH2:21][CH2:22][CH2:23][NH:24][CH2:32][CH2:33][CH2:34][CH2:35][NH:36][C:37](=[O:82])[C:38]1[CH:43]=[CH:42][C:41]([O:44][CH2:45][CH2:46][CH2:47][CH2:48][CH2:49][CH2:50][CH2:51][CH2:52][CH:53]=[CH:54][CH2:55][CH2:56][CH2:57][CH2:58][CH2:59][CH2:60][CH2:61][CH3:62])=[C:40]([O:63][CH2:64][CH2:65][CH2:66][CH2:67][CH2:68][CH2:69][CH2:70][CH2:71][CH:72]=[CH:73][CH2:74][CH2:75][CH2:76][CH2:77][CH2:78][CH2:79][CH2:80][CH3:81])[CH:39]=1 |f:3.4.5.6|. Procedure details: A concentrated solution of the amide 21 (0.22 g, 0.19 mmol) in ethyl acetate was added cooled to 0° C. A total of 5 mL of a freshly prepared saturated solution of HCl in ethyl acetate was added dropwise and the solution stirred for 1 h at room temperature during which time a white precipitate formed. The ethyl acetate was removed in vacuo and the residue co-evaporated with ethyl acetate and chloroform to give the product 28 as a white powder (0.18 g, 98%); 1H NMR (CDCl3/CH3OD 9:1) d 7.42 (m, 2H,...